This data is from the Open Reaction Database (ORD), a public repository of structured organic reaction records. The task is: describe an organic reaction: reactants, conditions, products, and yield The reactants are C(C)(C)(C)OC(=O)NC1(CC2=CC=CC=C2CC1)C(=O)O (2-tert-butoxycarbonylamino-1,2,3,4-tetrahydro-naphthalene-2-carboxylic acid), CI (MeI), [H-].[Na+] (NaH), C(C)(=O)OCC (Ethyl acetate). Run in CN(C)C=O (DMF). Reaction conditions: time 2 day. Product: C(C)(C)(C)OC(=O)N(C1(CC2=CC=CC=C2CC1)C(=O)O)C (2-(tert-Butoxycarbonyl-methyl-amino)-1,2,3,4-tetrahydro-naphthalene-2-carboxylic acid). As a reaction SMILES: [C:1]([O:5][C:6]([NH:8][C:9]1([C:19]([OH:21])=[O:20])[CH2:18][CH2:17][C:16]2[C:11](=[CH:12][CH:13]=[CH:14][CH:15]=2)[CH2:10]1)=[O:7])([CH3:4])([CH3:3])[CH3:2].CI.[H-].[Na+].[C:26](OCC)(=O)C>CN(C=O)C>[C:1]([O:5][C:6]([N:8]([CH3:26])[C:9]1([C:19]([OH:21])=[O:20])[CH2:18][CH2:17][C:16]2[C:11](=[CH:12][CH:13]=[CH:14][CH:15]=2)[CH2:10]1)=[O:7])([CH3:4])([CH3:2])[CH3:3] |f:2.3|. Procedure details: To 2-tert-butoxycarbonylamino-1,2,3,4-tetrahydro-naphthalene-2-carboxylic acid (291 mg, 1.0 mmol) in DMF (2.0 mL) was added MeI (710 mg, 5.0 mmol) and NaH (50%, 250 mg, 5.0 mmol) at 0° C. Ethyl acetate (50 mL) was added after 3 days and the mixture was washed with water (3×15 mL). The material (380 mg) was taken up in methanol (5.0 mL) and water (3.0 mL) and NaOH (10 M, 3.0 mL) was added. After 2 days, 10% HCl was added to adjust the pH˜2 and the mixture was extracted with ethyl acetate (3×20 mL... Reactants: O (Water), N1=CNC2=C1C=CC=C2 (Benzimidazole), [H-].[Na+] (sodium hydride), ClCC1=C(C2=C(N(C(N(C2=O)C)=O)CC(C)C)S1)SC(C)C (6-(chloromethyl)-3-methyl-5-[(1-methylethyl)thio]-1-(2-methylpropyl)-thieno[2,3-d]pyrimidine-2,4(1H,3H)-dione). The solvent is CN(C=O)C (dimethylformamide). Run at time 2 hour. The product is N1(C=NC2=C1C=CC=C2)CC2=C(C1=C(N(C(N(C1=O)C)=O)CC(C)C)S2)SC(C)C (6-(1H-Benzimidazol-1-ylmethyl)-3-methyl-5-[(1-methylethyl)thio]-1-(2-methylpropyl)-thieno[2,3-d]pyrimidine-2,4(1H,3H)-dione). Isolated yield 63.3%. RXN SMILES: [N:1]1[C:5]2[CH:6]=[CH:7][CH:8]=[CH:9][C:4]=2[NH:3][CH:2]=1.[H-].[Na+].Cl[CH2:13][C:14]1[S:29][C:17]2[N:18]([CH2:25][CH:26]([CH3:28])[CH3:27])[C:19](=[O:24])[N:20]([CH3:23])[C:21](=[O:22])[C:16]=2[C:15]=1[S:30][CH:31]([CH3:33])[CH3:32].O>CN(C)C=O>[N:1]1([CH2:13][C:14]2[S:29][C:17]3[N:18]([CH2:25][CH:26]([CH3:28])[CH3:27])[C:19](=[O:24])[N:20]([CH3:23])[C:21](=[O:22])[C:16]=3[C:15]=2[S:30][CH:31]([CH3:33])[CH3:32])[C:5]2[CH:6]=[CH:7][CH:8]=[CH:9][C:4]=2[N:3]=[CH:2]1 |f:1.2|. Reported procedure: Benzimidazole (0.083 g) and sodium hydride (60% dispersion, 0.031 g) were added to 6-(chloromethyl)-3-methyl-5-[(1-methylethyl)thio]-1-(2-methylpropyl)-thieno[2,3-d]pyrimidine-2,4(1H,3H)-dione (0.21 g) in dry dimethylformamide (10 ml) and the reaction was stirred for 2 hours at room temperature. Water was added to the reaction mixture which was then extracted with ethyl acetate (3×50 ml). The combined organic phases were washed with brine and dried, filtered and evaporated. The residue was tritu...